The task is: describe an organic reaction: reactants, conditions, products, and yield. This data is from the Open Reaction Database (ORD), a public repository of structured organic reaction records. The reactants are C(CC)(=O)C=1C(CC(C(C1O)C(=O)OCC)C1=CC=C(C=C1)OCC1=CC=CC=C1)=O (2-propionyl-3-hydroxy-5-(4-benzyloxyphenyl)-4-(carboethoxy)cyclohex-2-en-1-one), [OH-].[Na+] (sodium hydroxide), product, Cl (HCl). The solvent is C(C)O (ethanol), O (water). Conditions: temperature 70 celsius. Yields the product C(CC)(=O)C=1C(CC(CC1O)C1=CC=C(C=C1)OCC1=CC=CC=C1)=O (2-Propionyl-3-hydroxy-5-(4-benzyloxyphenyl)cyclohex-2-en-1-one). As a reaction SMILES: [C:1]([C:5]1[C:6](=[O:31])[CH2:7][CH:8]([C:17]2[CH:22]=[CH:21][C:20]([O:23][CH2:24][C:25]3[CH:30]=[CH:29][CH:28]=[CH:27][CH:26]=3)=[CH:19][CH:18]=2)[CH:9](C(OCC)=O)[C:10]=1[OH:11])(=[O:4])[CH2:2][CH3:3].[OH-].[Na+].Cl>C(O)C.O>[C:1]([C:5]1[C:6](=[O:31])[CH2:7][CH:8]([C:17]2[CH:22]=[CH:21][C:20]([O:23][CH2:24][C:25]3[CH:26]=[CH:27][CH:28]=[CH:29][CH:30]=3)=[CH:19][CH:18]=2)[CH2:9][C:10]=1[OH:11])(=[O:4])[CH2:2][CH3:3] |f:1.2|. Reported procedure: A mixture of 54 g (0.13 mol) of 2-propionyl-3-hydroxy-5-(4-benzyloxyphenyl)-4-(carboethoxy)cyclohex-2-en-1-one and 30 g (0.37 mol) of 50 percent sodium hydroxide in 450 mL of 95 percent ethanol and 100 mL of water was stirred mechanically and heated at about 70° C. for 16 hours. The resulting clear yellow solution was cooled to about 60° C. and treated with 50 mL of concentrated HCl. The product precipitated from the solution and was isolated by filtration. Recrystallization from absolute ethano...